describe an organic reaction: reactants, conditions, products, and yield From a dataset of the Open Reaction Database (ORD), a public repository of structured organic reaction records. Starting materials: C(C)O (ethanol), FC=1C=C(C=NC1)C(C)=O (1-(5-fluoropyridin-3-yl)ethanone), Br.C(C)O (hydrobromic acid ethanol), BrBr (bromine). Run in C(C)(=O)O (acetic acid). Reaction conditions: temperature 70 celsius, time 45 minute. Yields the product Br.BrCC(=O)C=1C=NC=C(C1)F (2-Bromo-1-(5-fluoropyridin-3-yl)ethanone hydrobromide). As a reaction SMILES: C(O)C.[F:4][C:5]1[CH:6]=[C:7]([C:11](=[O:13])[CH3:12])[CH:8]=[N:9][CH:10]=1.[BrH:14].C(O)C.BrBr>C(O)(=O)C>[BrH:14].[Br:14][CH2:12][C:11]([C:7]1[CH:8]=[N:9][CH:10]=[C:5]([F:4])[CH:6]=1)=[O:13] |f:2.3,6.7|. Reported procedure: To an ethanol (5.0 mL) solution of 1-(5-fluoropyridin-3-yl)ethanone (0.50 g), acetic acid (6.0 mL) was added, then a 20 to 30% hydrobromic acid/ethanol solution (1.0 mL) and bromine (0.30 mL) were added under ice cooling, and the resultant was stirred at 70° C. for 45 minutes. The reaction solution was concentrated under reduced pressure to obtain the title compound (1.30 g) as a faint orange solid. Starting materials: COC(=O)CC1CCC=2C=3N1C(C(NC3C=CC2)=O)=O (5-methoxycarbonylmethyl-6,7-dihydro-1H, 5H-pyrido[1,2,3-de]quinoxaline-2,3-dione), [N+](=O)(OC(C)C)[O-] (isopropyl nitrate), ice water. Solvent: S(O)(O)(=O)=O (sulfuric acid). Run at temperature 0 celsius, time 45 minute. Yields the product COC(=O)CC1CCC=2C=3N1C(C(NC3C=C(C2)[N+](=O)[O-])=O)=O (5-Methoxycarbonylmethyl-9-nitro-6,7-dihydro-1H, 5H-pyrido[1,2,3-de]quinoxaline-2,3-dione). Yield: 43.1%. Reaction SMILES: [CH3:1][O:2][C:3]([CH2:5][CH:6]1[N:11]2[C:12](=[O:20])[C:13](=[O:19])[NH:14][C:15]3[CH:16]=[CH:17][CH:18]=[C:9]([C:10]=32)[CH2:8][CH2:7]1)=[O:4].[N+:21]([O-])([O:23]C(C)C)=[O:22]>S(=O)(=O)(O)O>[CH3:1][O:2][C:3]([CH2:5][CH:6]1[N:11]2[C:12](=[O:20])[C:13](=[O:19])[NH:14][C:15]3[CH:16]=[C:17]([N+:21]([O-:23])=[O:22])[CH:18]=[C:9]([C:10]=32)[CH2:8][CH2:7]1)=[O:4]. Procedure: To a solution of 5-methoxycarbonylmethyl-6,7-dihydro-1H, 5H-pyrido[1,2,3-de]quinoxaline-2,3-dione (66 mg, 0.24 mmol) in concentrated sulfuric acid (1.5 mL) was added isopropyl nitrate (30 μL, 0.3 mmol) at 0° C. The mixture was stirred for 45 min at 0° C., poured into ice-water, and extracted with ethyl acetate (100 mL×2). The extracts were washed with brine, dried over magnesium sulfate, and concentrated. The residue was purified by silica gel column chromatography with 0.1% acetic acid/ethyl ac... The reactants are C[Si](CCOCN(C1=C(C(=NC=2N1N=CC2C=2C=NC(=CC2)C2=CC=CC=C2)CC2CCC(CC2)C(=O)OCC)C(=C)OCC)COCC[Si](C)(C)C)(C)C (ethyl 4-((7-(bis((2-(trimethylsilyl)ethoxy)methyl)amino)-6-(1-ethoxyvinyl)-3-(6-phenylpyridin-3-yl)pyrazolo[1,5-a]pyrimidin-5-yl)methyl)cyclohexanecarboxylate), Cl (HCl). Run in CCO (EtOH). Reaction conditions: time 1 hour. Product: C(C)(=O)C=1C(=NC=2N(C1N)N=CC2C=2C=NC(=CC2)C2=CC=CC=C2)CC2CCC(CC2)C(=O)OCC (ethyl 4-((6-acetyl-7-amino-3-(6-phenylpyridin-3-yl)pyrazolo[1,5-a]pyrimidin-5-yl)methyl)cyclohexanecarboxylate). As a reaction SMILES: C[Si](C)(C)CCOC[N:7](COCC[Si](C)(C)C)[C:8]1[N:13]2[N:14]=[CH:15][C:16]([C:17]3[CH:18]=[N:19][C:20]([C:23]4[CH:28]=[CH:27][CH:26]=[CH:25][CH:24]=4)=[CH:21][CH:22]=3)=[C:12]2[N:11]=[C:10]([CH2:29][CH:30]2[CH2:35][CH2:34][CH:33]([C:36]([O:38][CH2:39][CH3:40])=[O:37])[CH2:32][CH2:31]2)[C:9]=1[C:41]([O:43]CC)=[CH2:42].Cl>CCO>[C:41]([C:9]1[C:10]([CH2:29][CH:30]2[CH2:35][CH2:34][CH:33]([C:36]([O:38][CH2:39][CH3:40])=[O:37])[CH2:32][CH2:31]2)=[N:11][C:12]2[N:13]([N:14]=[CH:15][C:16]=2[C:17]2[CH:18]=[N:19][C:20]([C:23]3[CH:28]=[CH:27][CH:26]=[CH:25][CH:24]=3)=[CH:21][CH:22]=2)[C:8]=1[NH2:7])(=[O:43])[CH3:42]. Reported procedure: To a 20 mL scintillation vial containing ethyl 4-((7-(bis((2-(trimethylsilyl)ethoxy)methyl)amino)-6-(1-ethoxyvinyl)-3-(6-phenylpyridin-3-yl)pyrazolo[1,5-a]pyrimidin-5-yl)methyl)cyclohexanecarboxylate (Int-4n, 113 mg, 0.144 mmol) was added EtOH (2 mL) followed by 4N HCl(aq). The resulting cloudy suspension was stirred at room temperature 1 hour, at which time the solution was now homogenous. The solvent was removed in vacuo and excess solvent was pumped off on high vacuum. The compound was taken ... Starting materials: O=C([O-])[O-], CCOC(=O)c1cnccc1N, Fc1ccc(Cl)cc1-c1nc(Cl)c2c(n1)CCO2, [Cs+], [Cs+], CC(=O)[O-], CC(=O)[O-], C1COCCO1, [Pd+2], c1ccc(P(c2ccccc2)c2ccc3ccccc3c2-c2c(P(c3ccccc3)c3ccccc3)ccc3ccccc23)cc1. The product is CCOC(=O)c1cnccc1Nc1nc(-c2cc(Cl)ccc2F)nc2c1OCC2. As a reaction SMILES: [C:77](=[O:78])([O-:79])[O-:80].[CH2:65]([CH3:66])[O:67][C:68]([c:69]1[cH:70][n:71][cH:72][cH:73][c:74]1[NH2:75])=[O:76].[Cl:1][c:2]1[c:3]2[c:4]([n:5][c:6](-[c:8]3[c:9]([F:15])[cH:10][cH:11][c:12]([Cl:14])[cH:13]3)[n:7]1)[CH2:16][CH2:17][O:18]2.[Cs+:81].[Cs+:82].[O-:90][C:91]([CH3:92])=[O:93].[O-:94][C:95]([CH3:96])=[O:97].[O:83]1[CH2:84][CH2:85][O:86][CH2:87][CH2:88]1.[Pd+2:89].[cH:19]1[cH:20][cH:21][c:22]([P:23]([c:24]2[cH:25][cH:26][c:27]3[c:28]([cH:29][cH:30][cH:31][cH:32]3)[c:33]2-[c:34]2[c:35]3[c:36]([cH:37][cH:38][cH:39][cH:40]3)[cH:41][cH:42][c:43]2[P:44]([c:45]2[cH:46][cH:47][cH:48][cH:49][cH:50]2)[c:51]2[cH:52][cH:53][cH:54][cH:55][cH:56]2)[c:57]2[cH:58][cH:59][cH:60][cH:61][cH:62]2)[cH:63][cH:64]1>>[c:2]1([NH:75][c:74]2[c:69]([C:68]([O:67][CH2:65][CH3:66])=[O:76])[cH:70][n:71][cH:72][cH:73]2)[c:3]2[c:4]([n:5][c:6](-[c:8]3[c:9]([F:15])[cH:10][cH:11][c:12]([Cl:14])[cH:13]3)[n:7]1)[CH2:16][CH2:17][O:18]2. Reactants: O=C([O-])[O-], CCCc1c(Cc2ccc(-c3ccccc3C#N)cc2)c(=O)[nH]c2nc(C)nn12, CI, CN(C)C=O, CCOC(C)=O, [K+], [K+]. Yields the product CCCc1c(Cc2ccc(-c3ccccc3C#N)cc2)c(=O)n(C)c2nc(C)nn12. RXN SMILES: [C:32](=[O:33])([O-:34])[O-:35].[CH3:1][c:2]1[n:3][n:4]2[c:5]([nH:6][c:7](=[O:28])[c:8]([CH2:13][c:14]3[cH:15][cH:16][c:17](-[c:20]4[c:21]([C:26]#[N:27])[cH:22][cH:23][cH:24][cH:25]4)[cH:18][cH:19]3)[c:9]2[CH2:10][CH2:11][CH3:12])[n:29]1.[CH3:30][I:31].[CH3:38][N:39]([CH3:40])[CH:41]=[O:42].[CH3:43][CH2:44][O:45][C:46](=[O:47])[CH3:48].[K+:36].[K+:37]>>[CH3:1][c:2]1[n:3][n:4]2[c:5]([n:6]([CH3:32])[c:7](=[O:28])[c:8]([CH2:13][c:14]3[cH:15][cH:16][c:17](-[c:20]4[c:21]([C:26]#[N:27])[cH:22][cH:23][cH:24][cH:25]4)[cH:18][cH:19]3)[c:9]2[CH2:10][CH2:11][CH3:12])[n:29]1. Yields the product COC(=O)c1ccc(F)cc1C(F)(F)F. Reaction SMILES: [CH3:22][OH:23].[CH:24]([Cl:25])([Cl:26])[Cl:27].[F:1][c:2]1[cH:3][c:4]([C:11]([F:12])([F:13])[F:14])[c:5]([C:6](=[O:7])[OH:8])[cH:9][cH:10]1.[Si:15]([CH3:16])([CH:17]=[N+:18]=[N-:19])([CH3:20])[CH3:21]>>[F:1][c:2]1[cH:3][c:4]([C:11]([F:12])([F:13])[F:14])[c:5]([C:6](=[O:7])[O:8][CH3:16])[cH:9][cH:10]1. The reactants are CO, ClC(Cl)Cl, O=C(O)c1ccc(F)cc1C(F)(F)F, C[Si](C)(C)C=[N+]=[N-]. Starting materials: CC(C)(C)OC(=O)CNCc1ccc(-c2cnc(Cc3ccc(OCCCl)cc3)nc2)cc1, [I-], [Na+], O=C(C1CCCO1)N1CCNCC1, CN(C)C=O. Product: CC(C)(C)OC(=O)CNCc1ccc(-c2cnc(Cc3ccc(OCCN4CCN(C(=O)C5CCCO5)CC4)cc3)nc2)cc1. Reaction SMILES: [C:1]([CH3:2])([CH3:3])([CH3:4])[O:5][C:6]([CH2:7][NH:8][CH2:9][c:10]1[cH:11][cH:12][c:13](-[c:16]2[cH:17][n:18][c:19]([CH2:22][c:23]3[cH:24][cH:25][c:26]([O:29][CH2:30][CH2:31][Cl:32])[cH:27][cH:28]3)[n:20][cH:21]2)[cH:14][cH:15]1)=[O:33].[I-:35].[Na+:34].[O:36]1[CH:37]([C:41](=[O:42])[N:43]2[CH2:44][CH2:45][NH:46][CH2:47][CH2:48]2)[CH2:38][CH2:39][CH2:40]1.[O:49]=[CH:50][N:51]([CH3:52])[CH3:53]>>[C:1]([CH3:2])([CH3:3])([CH3:4])[O:5][C:6]([CH2:7][NH:8][CH2:9][c:10]1[cH:11][cH:12][c:13](-[c:16]2[cH:17][n:18][c:19]([CH2:22][c:23]3[cH:24][cH:25][c:26]([O:29][CH2:30][CH2:31][N:46]4[CH2:45][CH2:44][N:43]([C:41]([CH:37]5[O:36][CH2:40][CH2:39][CH2:38]5)=[O:42])[CH2:48][CH2:47]4)[cH:27][cH:28]3)[n:20][cH:21]2)[cH:14][cH:15]1)=[O:33]. Starting materials: FC1=CC=C(C=C1)B(O)O (4-fluorophenylboronic acid), C(C=C)[C@@]1(NC(N(CC1)[C@@H](C)C1=CC=C(C=C1)Br)=O)C1=CC=C(C=C1)F ((S)-4-allyl-1-((S)-1-(4-bromophenyl)ethyl)-4-(4-fluorophenyl)tetrahydropyrimidin-2(1H)-one). The product is C(C=C)[C@@]1(NC(N(CC1)[C@@H](C)C1=CC=C(C=C1)C1=CC=C(C=C1)F)=O)C1=CC=C(C=C1)F ((S)-4-allyl-1-((S)-1-(4′-fluorobiphenyl-4-yl)ethyl)-4-(4-fluorophenyl)tetrahydropyrimidin-2(1H)-one). Reaction SMILES: [F:1][C:2]1[CH:7]=[CH:6][C:5](B(O)O)=[CH:4][CH:3]=1.[CH2:11]([C@@:14]1([C:30]2[CH:35]=[CH:34][C:33]([F:36])=[CH:32][CH:31]=2)[CH2:19][CH2:18][N:17]([C@H:20]([C:22]2[CH:27]=[CH:26][C:25](Br)=[CH:24][CH:23]=2)[CH3:21])[C:16](=[O:29])[NH:15]1)[CH:12]=[CH2:13]>>[CH2:11]([C@@:14]1([C:30]2[CH:35]=[CH:34][C:33]([F:36])=[CH:32][CH:31]=2)[CH2:19][CH2:18][N:17]([C@H:20]([C:22]2[CH:27]=[CH:26][C:25]([C:5]3[CH:6]=[CH:7][C:2]([F:1])=[CH:3][CH:4]=3)=[CH:24][CH:23]=2)[CH3:21])[C:16](=[O:29])[NH:15]1)[CH:12]=[CH2:13]. Reported procedure: (S)-4-allyl-1-((S)-1-(4′-fluorobiphenyl-4-yl)ethyl)-4-(4-fluorophenyl)tetrahydropyrimidin-2(1H)-one was prepared following a procedure analogous to that described in Example 4 using 4-fluorophenylboronic acid and (S)-4-allyl-1-((S)-1-(4-bromophenyl)ethyl)-4-(4-fluorophenyl)tetrahydropyrimidin-2(1H)-one. Reactants: CC(C)(C)c1cccc(NC(=O)c2ccc(N3CCN(c4ccc(C(=O)O)cc4)CC3)nc2)c1, CCOC(=O)c1ccc(N2CCN(c3ccc(C(=O)Nc4cc(F)cc(I)c4)cn3)CC2)cc1. The product is O=C(O)c1ccc(N2CCN(c3ccc(C(=O)Nc4cc(F)cc(I)c4)cn3)CC2)cc1. Reaction SMILES: [C:35]([c:36]1[cH:37][c:38]([NH:39][C:40]([c:41]2[cH:42][cH:43][c:44]([N:45]3[CH2:46][CH2:47][N:48]([c:49]4[cH:50][cH:51][c:52]([C:53]([OH:54])=[O:55])[cH:56][cH:57]4)[CH2:58][CH2:59]3)[n:60][cH:61]2)=[O:62])[cH:63][cH:64][cH:65]1)([CH3:66])([CH3:67])[CH3:68].[CH2:1]([CH3:2])[O:3][C:4]([c:5]1[cH:6][cH:7][c:8]([N:11]2[CH2:12][CH2:13][N:14]([c:17]3[n:18][cH:19][c:20]([C:23]([NH:24][c:25]4[cH:26][c:27]([F:32])[cH:28][c:29]([I:31])[cH:30]4)=[O:33])[cH:21][cH:22]3)[CH2:15][CH2:16]2)[cH:9][cH:10]1)=[O:34]>>[O:3]=[C:4]([c:5]1[cH:6][cH:7][c:8]([N:11]2[CH2:12][CH2:13][N:14]([c:17]3[n:18][cH:19][c:20]([C:23]([NH:24][c:25]4[cH:26][c:27]([F:32])[cH:28][c:29]([I:31])[cH:30]4)=[O:33])[cH:21][cH:22]3)[CH2:15][CH2:16]2)[cH:9][cH:10]1)[OH:34].